Dataset: the Open Reaction Database (ORD), a public repository of structured organic reaction records. Task: describe an organic reaction: reactants, conditions, products, and yield Starting materials: C=CCBr, [H-], Nc1nc(Cl)c2[nH]c(=O)n(CCCCO)c2n1, [Na+], CN(C)C=O. Product: C=CCn1c(=O)n(CCCCO)c2nc(N)nc(Cl)c21. Reaction SMILES: [CH2:20]([CH:21]=[CH2:22])[Br:23].[H-:19].[NH2:1][c:2]1[n:3][c:4]([Cl:17])[c:5]2[nH:6][c:7](=[O:16])[n:8]([CH2:11][CH2:12][CH2:13][CH2:14][OH:15])[c:9]2[n:10]1.[Na+:18].[O:24]=[CH:25][N:26]([CH3:27])[CH3:28]>>[NH2:1][c:2]1[n:3][c:4]([Cl:17])[c:5]2[n:6]([CH2:22][CH:21]=[CH2:20])[c:7](=[O:16])[n:8]([CH2:11][CH2:12][CH2:13][CH2:14][OH:15])[c:9]2[n:10]1. Starting materials: CSCC(N)C(=O)NC(=O)OC(C)(C)C, Nc1ccc2c(c1)OCO2, CCOC(C)=O, Cl. Product: Nc1ccc2c(c1)OCO2, Cl, CSCC(N)C(N)=O. As a reaction SMILES: [C:1]([O:2][C:3](=[O:4])[NH:8][C:9]([CH:10]([NH2:11])[CH2:12][S:13][CH3:14])=[O:15])([CH3:5])([CH3:6])[CH3:7].[CH2:16]1[O:17][c:18]2[cH:19][c:20]([NH2:21])[cH:22][cH:23][c:24]2[O:25]1.[CH3:27][CH2:28][O:29][C:30](=[O:31])[CH3:32].[ClH:26]>>[CH2:16]1[O:17][c:18]2[cH:19][c:20]([NH2:21])[cH:22][cH:23][c:24]2[O:25]1.[ClH:26].[NH2:8][C:9]([CH:10]([NH2:11])[CH2:12][S:13][CH3:14])=[O:15]. The reactants are Cl (HCl), C1(=CC=CC=C1)C(C)(O)C1=C(C=CC=C1)C (1-Phenyl-1-tolylethanol), [H-].[Na+] (NaH), CI (methyliodide). Run in O1CCCC1 (tetrahydrofuran). Reaction conditions: time 6 hour. Yields the product COC(C)(C1=C(C=CC=C1)C)C1=CC=CC=C1 (1-Methoxy-1-phenyl-1-tolylethane). Reaction SMILES: [C:1]1([C:7]([C:10]2[CH:15]=[CH:14][CH:13]=[CH:12][C:11]=2[CH3:16])([OH:9])[CH3:8])[CH:6]=[CH:5][CH:4]=[CH:3][CH:2]=1.[H-].[Na+].[CH3:19]I.Cl>O1CCCC1>[CH3:19][O:9][C:7]([C:1]1[CH:2]=[CH:3][CH:4]=[CH:5][CH:6]=1)([C:10]1[CH:15]=[CH:14][CH:13]=[CH:12][C:11]=1[CH3:16])[CH3:8] |f:1.2|. Procedure: 2 g of 1-Phenyl-1-tolylethanol are stirred overnight with 0.56 g of 80% NaH in 50 ml of tetrahydrofuran, 3.7 g of methyliodide added and stirring continued for 6 hours. The mixture is worked up with aq. HCl, extracted with dichloromethane and the oily product purified over a silica gel column with cyclohexane as eluant.